This data is from the Open Reaction Database (ORD), a public repository of structured organic reaction records. The task is: describe an organic reaction: reactants, conditions, products, and yield The reactants are CC(Oc1ccc(Oc2ncc(C(F)(F)F)cc2Cl)cc1F)C(=O)O, CN(C)C=O, O=S(Cl)Cl, c1ccccc1. Yields the product CC(Oc1ccc(Oc2ncc(C(F)(F)F)cc2Cl)cc1F)C(=O)Cl. RXN SMILES: [Cl:5][c:6]1[c:7]([O:16][c:17]2[cH:18][c:19]([F:29])[c:20]([O:21][CH:22]([C:23](=[O:24])[OH:25])[CH3:26])[cH:27][cH:28]2)[n:8][cH:9][c:10]([C:12]([F:13])([F:14])[F:15])[cH:11]1.[O:36]=[CH:37][N:38]([CH3:39])[CH3:40].[S:1]([Cl:2])([Cl:3])=[O:4].[cH:30]1[cH:31][cH:32][cH:33][cH:34][cH:35]1>>[Cl:3][C:23]([CH:22]([O:21][c:20]1[c:19]([F:29])[cH:18][c:17]([O:16][c:7]2[c:6]([Cl:5])[cH:11][c:10]([C:12]([F:13])([F:14])[F:15])[cH:9][n:8]2)[cH:28][cH:27]1)[CH3:26])=[O:24]. Reactants: C1(=CC=CC=C1)C#CCOC=1C=C(C=NC1)C(CO)(C)O (2-[5-(3-phenylprop-2-ynyloxy)pyrid-3-yl]propane-1,2-diol), CC(=O)C (acetone). Product: CC1(OCC(O1)(C=1C=NC=C(C1)OCC#CC1=CC=CC=C1)C)C (2,2,4-trimethyl-4-[5-(3-phenylprop-2-ynyloxy)pyrid-3-yl]-1,3-dioxolane). Isolated yield 76.0%. As a reaction SMILES: [C:1]1([C:7]#[C:8][CH2:9][O:10][C:11]2[CH:12]=[C:13]([C:17]([OH:21])([CH3:20])[CH2:18][OH:19])[CH:14]=[N:15][CH:16]=2)[CH:6]=[CH:5][CH:4]=[CH:3][CH:2]=1.[CH3:22][C:23]([CH3:25])=O>>[CH3:22][C:23]1([CH3:25])[O:21][C:17]([CH3:20])([C:13]2[CH:14]=[N:15][CH:16]=[C:11]([O:10][CH2:9][C:8]#[C:7][C:1]3[CH:2]=[CH:3][CH:4]=[CH:5][CH:6]=3)[CH:12]=2)[CH2:18][O:19]1. Procedure: Using the procedure described in Example 1, 2-[5-(3-phenylprop-2-ynyloxy)pyrid-3-yl]propane-1,2-diol was reacted with acetone to give 2,2,4-trimethyl-4-[5-(3-phenylprop-2-ynyloxy)pyrid-3-yl]-1,3-dioxolane in 76% yield, as an oil.